The task is: describe an organic reaction: reactants, conditions, products, and yield. This data is from the Open Reaction Database (ORD), a public repository of structured organic reaction records. Starting materials: [H][H] (hydrogen), [H][H] (hydrogen), C1(CCCCC1)NC1CCCCC1 (dicyclohexylamine), N (ammonia), O1CCCC1 (tetrahydrofuran). The reagents and catalysts are catalyst B. Run at temperature 225 celsius. The product is C1(CCCCC1)N1C(CCC1)=O (N-cyclohexylpyrrolidone). Yield: 8.8%. As a reaction SMILES: [CH:1]1([NH:7][CH:8]2[CH2:13][CH2:12][CH2:11][CH2:10][CH2:9]2)CC[CH2:4][CH2:3][CH2:2]1.N.[H][H].[O:17]1CCCC1>>[CH:8]1([N:7]2[CH2:4][CH2:3][CH2:2][C:1]2=[O:17])[CH2:13][CH2:12][CH2:11][CH2:10][CH2:9]1. Procedure: 5 g (0.05 mol) of MAA, 100 g of tetrahydrofuran, 9 g (0.06 mol) of dicyclohexylamine, 4 g of ammonia and 10 g of catalyst B were introduced into an autoclave fitted with a gas-distribution stirrer. The autoclave was subsequently heated to 225° C., and hydrogen was injected into the autoclave at a pressure of 200 bar. When take-up of hydrogen was no longer observed, the reaction was terminated. Analysis of the reaction mixture by gas chromatography gave a yield of 8.8% of N-cyclohexylpyrrolidone. The reactants are [N+](=O)([O-])C=1C=C(COCC2(CCN(CC2)C(=O)OC(C)(C)C)C2=CC=CC=C2)C=C(C1)C(F)(F)F (tert-Butyl 4-((3-nitro-5-(trifluoromethyl)benzyloxy)methyl)-4-phenylpiperidine-1-carboxylate). Reagents/catalysts: [Pd] (palladium). Solvent: CO (methanol). Conditions: time 8 hour. Yields the product NC=1C=C(COCC2(CCN(CC2)C(=O)OC(C)(C)C)C2=CC=CC=C2)C=C(C1)C(F)(F)F (tert-Butyl 4-((3-amino-5-(trifluoromethyl)benzyloxy)methyl)-4-phenylpiperidine-1-carboxylate). RXN SMILES: [N+:1]([C:4]1[CH:5]=[C:6]([CH:29]=[C:30]([C:32]([F:35])([F:34])[F:33])[CH:31]=1)[CH2:7][O:8][CH2:9][C:10]1([C:23]2[CH:28]=[CH:27][CH:26]=[CH:25][CH:24]=2)[CH2:15][CH2:14][N:13]([C:16]([O:18][C:19]([CH3:22])([CH3:21])[CH3:20])=[O:17])[CH2:12][CH2:11]1)([O-])=O>CO.[Pd]>[NH2:1][C:4]1[CH:5]=[C:6]([CH:29]=[C:30]([C:32]([F:35])([F:33])[F:34])[CH:31]=1)[CH2:7][O:8][CH2:9][C:10]1([C:23]2[CH:24]=[CH:25][CH:26]=[CH:27][CH:28]=2)[CH2:15][CH2:14][N:13]([C:16]([O:18][C:19]([CH3:22])([CH3:20])[CH3:21])=[O:17])[CH2:12][CH2:11]1. Procedure: tert-Butyl 4-((3-nitro-5-(trifluoromethyl)benzyloxy)methyl)-4-phenylpiperidine-1-carboxylate (118 mg, 0.24 mmol) in methanol (2.5 mL) was flushed with nitrogen, and treated with palladium (10% on charcoal, 12 mg). The flask was flushed with hydrogen and allowed to stir under an atmosphere of hydrogen overnight. The reaction was flushed with nitrogen, filtered through celite, and concentrated to afford 90 mg (80%). LC/MS (HPLC method 3): tR=3.10 min, 465.22 (MH)+. Reactants: C(=O)(C(F)(F)F)O (TFA), C(C)(C)(C)OC(=O)N1[C@H](CCC1)COC1=C(C=CC(=C1)NC1=NN2C(C=N1)=CC=C2C2=CC(=CC=C2)S(=O)(=O)C)Cl ((R)-2-{2-Chloro-5-[7-(3-methanesulfonyl-phenyl)-pyrrolo[2,1-f][1,2,4]triazin-2-ylamino]-phenoxymethyl}-pyrrolidine-1-carboxylic acid tert-butyl ester). Reported procedure: This example was made by TFA deprotection of (R)-2-{2-Chloro-5-[7-(3-methanesulfonyl-phenyl)-pyrrolo[2,1-f][1,2,4]triazin-2-ylamino]-phenoxymethyl}-pyrrolidine-1-carboxylic acid tert-butyl ester as described in Example 1223. 1H-NMR (DMSO) δ 9.7 (s, 1H), 9.5 (brs, 1H), 9.0 (s, 1H), 8.7 (brs, 1H), 8.6 (s, 1H), 8.4 (d, J=8.0 Hz, 1H), 7.95 (d, J=8.0 Hz, 1H), 7.8 (t, 1H), 7.6 (d, J=8.7 Hz, 1H), 7.4 (m, 2H), 7.3 (d, J=4.7 Hz, 1H), 7.0 (d, J=4.7 Hz, 1H), 4.1 (m, 1H), 3.95 (m, 2H), 3.3 (s, 3H), 3.2 (m, ... Product: ClC1=C(C=C(C=C1)NC1=NN2C(C=N1)=CC=C2C2=CC(=CC=C2)S(=O)(=O)C)OC[C@@H]2NCCC2 ([4-Chloro-3-((R)-1-pyrrolidin-2-ylmethoxy)-phenyl]-[7-(3-methanesulfonyl-phenyl)-pyrrolo[2,1-f][1,2,4]triazin-2-yl]-amine). As a reaction SMILES: C(O)(C(F)(F)F)=O.C(OC([N:15]1[CH2:19][CH2:18][CH2:17][C@@H:16]1[CH2:20][O:21][C:22]1[CH:27]=[C:26]([NH:28][C:29]2[N:34]=[CH:33][C:32]3=[CH:35][CH:36]=[C:37]([C:38]4[CH:43]=[CH:42][CH:41]=[C:40]([S:44]([CH3:47])(=[O:46])=[O:45])[CH:39]=4)[N:31]3[N:30]=2)[CH:25]=[CH:24][C:23]=1[Cl:48])=O)(C)(C)C>>[Cl:48][C:23]1[CH:24]=[CH:25][C:26]([NH:28][C:29]2[N:34]=[CH:33][C:32]3=[CH:35][CH:36]=[C:37]([C:38]4[CH:43]=[CH:42][CH:41]=[C:40]([S:44]([CH3:47])(=[O:45])=[O:46])[CH:39]=4)[N:31]3[N:30]=2)=[CH:27][C:22]=1[O:21][CH2:20][C@H:16]1[CH2:17][CH2:18][CH2:19][NH:15]1. Reactants: CC(=O)O, N#Cc1nccc2ccccc12. Yields the product NCc1nccc2ccccc12. Reaction SMILES: [CH3:13][C:14](=[O:15])[OH:16].[c:1]1([C:11]#[N:12])[n:2][cH:3][cH:4][c:5]2[cH:6][cH:7][cH:8][cH:9][c:10]12>>[c:1]1([CH2:11][NH2:12])[n:2][cH:3][cH:4][c:5]2[cH:6][cH:7][cH:8][cH:9][c:10]12. Starting materials: C(C1=CC=CC=C1)OC(=O)C(CC=1NC(C2=C(N1)SC(=C2C)C(=O)O)=O)N (2-(2-benzyloxycarbonyl-aminoethyl)-5-methyl-4-oxo-3,4-dihydrothieno[2,3-d]pyrimidine-6-carboxylic acid), Br (hydrobromic acid). Conditions: time 3 hour. Product: Br.NCCC=1NC(C2=C(N1)SC(=C2C)C(=O)O)=O (2-(2-Aminoethyl)-5-methyl-4-oxo-3,4-dihydrothieno-[2,3-d]pyrimidine-6-carboxylic acid hydrobromide). Reaction SMILES: C(OC([CH:11]([NH2:27])[CH2:12][C:13]1[NH:14][C:15](=[O:26])[C:16]2[C:21]([CH3:22])=[C:20]([C:23]([OH:25])=[O:24])[S:19][C:17]=2[N:18]=1)=O)C1C=CC=CC=1.[BrH:28]>>[BrH:28].[NH2:27][CH2:11][CH2:12][C:13]1[NH:14][C:15](=[O:26])[C:16]2[C:21]([CH3:22])=[C:20]([C:23]([OH:25])=[O:24])[S:19][C:17]=2[N:18]=1 |f:2.3|. Reported procedure: A mixture of 387 mg of so obtained 2-(2-benzyloxycarbonyl-aminoethyl)-5-methyl-4-oxo-3,4-dihydrothieno[2,3-d]pyrimidine-6-carboxylic acid and 4.5 mL of hydrobromic acid was stirred at room temperature for 3 hours, and thereafter the solvent was distilled off under reduced pressure to provide 410 mg (quantitative) of the title compound. The reactants are CN1CCOCC1 (N-methylmorpholine), Cl.C(C)(C)(C)OC(CN)=O (Glycine tert-butyl ester hydrochloride), C1(CCCCC1)N=C=NC1CCCCC1 (dicyclohexylcarbodiimide), BrC1=C(C=CC(=C1)C(=O)OCC)S[C@H](C(=O)O)CCCC1=CC=C(C=C1)OC ((2S)-2-{[2-bromo-4-(ethoxycarbonyl)phenyl]thio}-5-(4-methoxyphenyl)pentanoic acid). Run in ClCCl (dichloromethane), O (water). Conditions: time 1.5 hour. Product: BrC=1C=C(C(=O)OCC)C=CC1S[C@@H](CCCC1=CC=C(C=C1)OC)C(=O)NCC(=O)OC(C)(C)C (ethyl 3-bromo-4-({(1S)-4-(4-methoxyphenyl)-1-[(tert-butoxycarbonylmethylamino)carbonyl]butyl}thio)benzoate). Reaction SMILES: Cl.[C:2]([O:6][C:7](=[O:10])[CH2:8][NH2:9])([CH3:5])([CH3:4])[CH3:3].C1(N=C=NC2CCCCC2)CCCCC1.[Br:26][C:27]1[CH:32]=[C:31]([C:33]([O:35][CH2:36][CH3:37])=[O:34])[CH:30]=[CH:29][C:28]=1[S:38][C@@H:39]([CH2:43][CH2:44][CH2:45][C:46]1[CH:51]=[CH:50][C:49]([O:52][CH3:53])=[CH:48][CH:47]=1)[C:40](O)=[O:41].CN1CCOCC1>ClCCl.O>[Br:26][C:27]1[CH:32]=[C:31]([CH:30]=[CH:29][C:28]=1[S:38][C@H:39]([C:40]([NH:9][CH2:8][C:7]([O:6][C:2]([CH3:5])([CH3:4])[CH3:3])=[O:10])=[O:41])[CH2:43][CH2:44][CH2:45][C:46]1[CH:51]=[CH:50][C:49]([O:52][CH3:53])=[CH:48][CH:47]=1)[C:33]([O:35][CH2:36][CH3:37])=[O:34] |f:0.1|. Procedure details: Glycine tert-butyl ester hydrochloride (2.03 g) and dicyclohexylcarbodiimide (DCC) (2.5 g) were added to a solution of (2S)-2-{[2-bromo-4-(ethoxycarbonyl)phenyl]thio}-5-(4-methoxyphenyl)pentanoic acid (the compound of Reference Example 8) (96% e.e.) in dichloromethane (56.4 ml) at −5° C., and N-methylmorpholine (1.26 ml) was added dropwise thereto. After stirring at the same temperature for 1.5 hours, water was added thereto and the resulting mixture was filtered through Celite. The filtrate was... The reactants are CCOC(=O)COc1ccc(Cc2ncc[nH]2)cc1, CC#N, Cl. The product is Cl, O=C(O)COc1ccc(Cc2ncc[nH]2)cc1. As a reaction SMILES: [CH2:1]([CH3:2])[O:3][C:4]([CH2:5][O:6][c:7]1[cH:8][cH:9][c:10]([CH2:13][c:14]2[nH:15][cH:16][cH:17][n:18]2)[cH:11][cH:12]1)=[O:19].[CH3:20][C:21]#[N:22].[ClH:23]>>[ClH:23].[O:3]=[C:4]([CH2:5][O:6][c:7]1[cH:8][cH:9][c:10]([CH2:13][c:14]2[nH:15][cH:16][cH:17][n:18]2)[cH:11][cH:12]1)[OH:19]. Reactants: ClC1=C(C=CC=C1)C1CC(C=2C(=CN=NC2C1)C1=CC=C(C=C1)Cl)=O (7-(2-chlorophenyl)-4-(4-chlorophenyl)-5,6,7,8-tetrahydrocinnolin-5-one), C(=N)(N)NN.Cl (aminoguanidine hydrochloride), Cl (hydrochloric acid), O (water). Solvent: C(C)O (ethanol). The product is Cl.ClC1=C(C=CC=C1)C1CC(C=2C(=CN=NC2C1)C1=CC=C(C=C1)Cl)=NNC(=N)N (7-(2-chlorophenyl)-4-(4-chlorophenyl)-5-guanidinoimino-5,6,7,8-tetrahydrocinnoline hydrochloride). Yield: 115.5%. Reaction SMILES: [Cl:1][C:2]1[CH:7]=[CH:6][CH:5]=[CH:4][C:3]=1[CH:8]1[CH2:17][C:16]2[N:15]=[N:14][CH:13]=[C:12]([C:18]3[CH:23]=[CH:22][C:21]([Cl:24])=[CH:20][CH:19]=3)[C:11]=2[C:10](=O)[CH2:9]1.[C:26]([NH:29][NH2:30])([NH2:28])=[NH:27].Cl.Cl.O>C(O)C>[ClH:1].[Cl:1][C:2]1[CH:7]=[CH:6][CH:5]=[CH:4][C:3]=1[CH:8]1[CH2:17][C:16]2[N:15]=[N:14][CH:13]=[C:12]([C:18]3[CH:23]=[CH:22][C:21]([Cl:24])=[CH:20][CH:19]=3)[C:11]=2[C:10](=[N:30][NH:29][C:26]([NH2:28])=[NH:27])[CH2:9]1 |f:1.2,6.7|. Procedure details: To a solution of 7-(2-chlorophenyl)-4-(4-chlorophenyl)-5,6,7,8-tetrahydrocinnolin-5-one (0.18 g) and aminoguanidine hydrochloride (65 mg) in ethanol (10 ml) were added concentrated hydrochloric acid (0.12 ml) and water (0.12 ml), and the mixture was refluxed for 6 hours. Under reduced pressure, the solvent was evaporated, and to the residue was added sodium hydrogen carbonate solution to make the solution alkaline. The mixture was extracted with ethyl acetate, and the organic layer was washed wi... Starting materials: ClC1=CC=C(C=C1)Cl (1,4-dichlorobenzene), [Cl-].[Al+3].[Cl-].[Cl-] (aluminum chloride), ClC(CCl)[Si](Cl)(Cl)Cl ((1,2-dichloroethyl)trichlorosilane). Run at time 1 hour. Yields the product ClC1=C(C=C(C=C1)Cl)C(C[Si](Cl)(Cl)Cl)C1=C(C=CC(=C1)Cl)Cl ([2,2-bis(2,5-dichlorophenyl)ethyl]trichlorosilane). Isolated yield 287.3%. Reaction SMILES: [Cl:1][C:2]1[CH:7]=[CH:6][C:5]([Cl:8])=[CH:4][CH:3]=1.[Cl-:9].[Al+3].[Cl-:11].[Cl-].Cl[CH:14]([Si:17]([Cl:20])([Cl:19])[Cl:18])[CH2:15]Cl>>[Cl:1][C:2]1[CH:7]=[CH:6][C:5]([Cl:8])=[CH:4][C:3]=1[CH:15]([C:2]1[CH:7]=[C:6]([Cl:9])[CH:5]=[CH:4][C:3]=1[Cl:11])[CH2:14][Si:17]([Cl:20])([Cl:19])[Cl:18] |f:1.2.3.4|. Procedure: In the same apparatus and procedures as EXAMPLE 2 above, 17.35 g (118 mmol) of 1,4-dichlorobenzene and 0.47 g (3.5 mmol) of aluminum chloride were alkylated with 5.45 g (23.5 mmol) of (1,2-dichloroethyl)trichlorosilane for 20 min at 120° C. The aluminum chloride catalyst was quenched with POCl3 and then stirred for another 1 hour to complete the deactivation. Freshly distilled hexane (50 ml) was added to the reaction mixture and insoluble solids in hexane were filtered from the organic soultion.... The reactants are ClCCl, Nc1ncnc2c1nc(CO)n2CCC1CCCCC1, BrP(Br)Br. Product: Nc1ncnc2c1nc(CBr)n2CCC1CCCCC1. Reaction SMILES: [CH2:25]([Cl:26])[Cl:27].[CH:1]1([CH2:7][CH2:8][n:9]2[c:10]3[n:11][cH:12][n:13][c:14]([NH2:20])[c:15]3[n:16][c:17]2[CH2:18][OH:19])[CH2:2][CH2:3][CH2:4][CH2:5][CH2:6]1.[P:21]([Br:22])([Br:23])[Br:24]>>[CH:1]1([CH2:7][CH2:8][n:9]2[c:10]3[n:11][cH:12][n:13][c:14]([NH2:20])[c:15]3[n:16][c:17]2[CH2:18][Br:22])[CH2:2][CH2:3][CH2:4][CH2:5][CH2:6]1.